Dataset: the Open Reaction Database (ORD), a public repository of structured organic reaction records. Task: describe an organic reaction: reactants, conditions, products, and yield Starting materials: NN1C(C(=CC=C1)N)N (1,2,3-triaminopyridine), OC1OCCOC1O (2,3-dihydroxy-1,4-dioxan), N1=CC=CC=2C1=C(N=NC2)O (pyrido[2,3-d]pyridazin-8-ol), C1, C2, N1=C2C(=NC=C1)C(=NC=C2)O (pyrido[3,4-b]pyrazin-5-ol), N1=CC=CC2=CN=CC(=C12)O ([1,6]naphthyridin-8-ol), N1=CN=C(C2=C1C=CC=N2)O (pyrido[3,2-d]pyrimidin-4-ol), N1=CC=CC2=CC=NC(=C12)O ([1,7]naphthyridin-8-ol), C1=CC=NC=2C(=CC3=NC=CC=C3C12)O (4,7-Phenanthrolin-5-ol). Product: Compound B1, OC1=CC=CC2=CC3=CC=CC=C3N=C12 (4-hydroxy-acridine). As a reaction SMILES: N1[C:6]2[CH:7]=[CH:8][CH:9]=[N:10][C:5]=2[C:4]([OH:11])=NC=1.N1[C:21]2[C:16](=[CH:17][CH:18]=NC=2O)C=CC=1.N1C2=C(O)N=NC=C2[CH:26]=[CH:25][CH:24]=1.N1C2C(=CN=CC=2O)C=CC=1.C1C2C3C(=NC=CC=3)C=C(O)C=2N=CC=1.N1C=CN=C2C(O)=NC=CC=12.NN1C=CC=C(N)C1N.OC1C(O)OCCO1>>[OH:11][C:4]1[C:5]2[C:6](=[CH:7][C:8]3[C:9]([N:10]=2)=[CH:18][CH:17]=[CH:16][CH:21]=3)[CH:26]=[CH:25][CH:24]=1. Procedure details: Charts A1-A3 summarise the routes used in the synthesis of a series of pyrido[3,2-d]pyrimidin-4-ol derivatives. The preparation of the derivatives of [1,7]naphthyridin-8-ol is described in Charts B1-B2. Compound B1 was prepared following the literature method2 for the synthesis of a similar compound. The synthesis of the pyrido[2,3-d]pyridazin-8-ol itself and derivatives C1 and C2 followed the method previously described3 by Brzezinski and coworkers. Further derivatives in this series were prepa... Reactants: BrC=1C=C(C=O)C=CC1F (3-bromo-4-fluorobenzaldehyde), COC1=NC=CC=C1B(O)O ((2-methoxypyridin-3-yl)boronic acid), C(O)([O-])=O.[Na+] (sodium hydrogen carbonate). Reagents/catalysts: C=1C=CC(=CC1)[P](C=2C=CC=CC2)(C=3C=CC=CC3)[Pd]([P](C=4C=CC=CC4)(C=5C=CC=CC5)C=6C=CC=CC6)([P](C=7C=CC=CC7)(C=8C=CC=CC8)C=9C=CC=CC9)[P](C=1C=CC=CC1)(C=1C=CC=CC1)C=1C=CC=CC1 (Tetrakis(triphenylphosphine)palladium). Run in O1CCOCC1 (dioxane), O (water). Run at temperature 100 celsius, time 1 hour. Yields the product FC1=C(C=C(C=O)C=C1)C=1C(=NC=CC1)OC (4-fluoro-3-(2-methoxypyridin-3-yl)benzaldehyde). The yield is 75.0%. RXN SMILES: Br[C:2]1[CH:3]=[C:4]([CH:7]=[CH:8][C:9]=1[F:10])[CH:5]=[O:6].[CH3:11][O:12][C:13]1[C:18](B(O)O)=[CH:17][CH:16]=[CH:15][N:14]=1.C(=O)([O-])O.[Na+]>O1CCOCC1.O.C1C=CC([P]([Pd]([P](C2C=CC=CC=2)(C2C=CC=CC=2)C2C=CC=CC=2)([P](C2C=CC=CC=2)(C2C=CC=CC=2)C2C=CC=CC=2)[P](C2C=CC=CC=2)(C2C=CC=CC=2)C2C=CC=CC=2)(C2C=CC=CC=2)C2C=CC=CC=2)=CC=1>[F:10][C:9]1[CH:8]=[CH:7][C:4]([CH:5]=[O:6])=[CH:3][C:2]=1[C:18]1[C:13]([O:12][CH3:11])=[N:14][CH:15]=[CH:16][CH:17]=1 |f:2.3,^1:37,39,58,77|. Reported procedure: A mixture of 3-bromo-4-fluorobenzaldehyde (1.0 g, 4.9 mmol), (2-methoxypyridin-3-yl)boronic acid (1.2 g, 7 mmol) and sodium hydrogen carbonate (1.5 g, 15 mmol) was stirred in dioxane (20 mL) and water (8 mL). The mixture was degassed for 10 minutes, then tetrakis(triphenylphosphine)palladium (0) (0.130 g, 0.1 mol) was added. The reaction mixture was stirred at 100° C. for 1 hour then cooled and concentrated in vacuo. The resulting residue was partitioned between EtOAc (60 mL) and water (15 mL), ... Solvent: CC(=O)C (acetone). Procedure details: To a solution of 5-allyl-4-(4-bromo-2-fluoro-phenylamino)-7-methoxy-quinazolin-6-ol (0.34 g, 0.84 mmol) (from Example 19, Step D, supra) in acetone (100 mL) was added K2CO3 (0.35 g, 2.52 mmol) and methyl iodide (1.19 g, 8.41 mmol) (Aldrich). The reaction mixture was heated with stirring at 90° C. for 4.5 hours. The mixture was cooled to room temperature, filtered, and the filtrate was concentrated. The residue was purified by chromatography using EtOAc/CH2Cl2/Et3N (1:4:0.01) as eluent to give th... Reaction SMILES: [CH2:1]([C:4]1[C:13]([OH:14])=[C:12]([O:15][CH3:16])[CH:11]=[C:10]2[C:5]=1[C:6]([NH:17][C:18]1[CH:23]=[CH:22][C:21]([Br:24])=[CH:20][C:19]=1[F:25])=[N:7][CH:8]=[N:9]2)[CH:2]=[CH2:3].[C:26]([O-])([O-])=O.[K+].[K+].CI>CC(C)=O>[CH2:1]([C:4]1[C:13]([O:14][CH3:26])=[C:12]([O:15][CH3:16])[CH:11]=[C:10]2[C:5]=1[C:6]([NH:17][C:18]1[CH:23]=[CH:22][C:21]([Br:24])=[CH:20][C:19]=1[F:25])=[N:7][CH:8]=[N:9]2)[CH:2]=[CH2:3] |f:1.2.3|. Reactants: C(C=C)C1=C2C(=NC=NC2=CC(=C1O)OC)NC1=C(C=C(C=C1)Br)F (5-allyl-4-(4-bromo-2-fluoro-phenylamino)-7-methoxy-quinazolin-6-ol), C(=O)([O-])[O-].[K+].[K+] (K2CO3), CI (methyl iodide). Conditions: temperature 90 celsius, time 4.5 hour. Product: C(C=C)C1=C2C(=NC=NC2=CC(=C1OC)OC)NC1=C(C=C(C=C1)Br)F ((5-allyl-6,7-dimethoxy-quinazolin-4-yl)-(4-bromo-2-fluoro-phenyl)-amine). The reactants are ClC1=NC=C(C(=N1)N[C@H]1[C@@H](CCCC1)NS(=O)(=O)C)Cl (N-[(1R,2R)-2-(2,5-Dichloro-pyrimidin-4-ylamino)-cyclohexyl]-methanesulfonamide), COC=1C(=CC2=C(CCN(CC2)CCN2CCOCC2)C1)N (8-Methoxy-3-(2-morpholin-4-yl-ethyl)-2,3,4,5-tetrahydro-1H-3-benzazepin-7-ylamine). The product is ClC=1C(=NC(=NC1)NC1=CC2=C(CCN(CC2)CCN2CCOCC2)C=C1OC)N[C@H]1[C@@H](CCCC1)NS(=O)(=O)C (N-((1R,2R)-2-{5-Chloro-2-[8-methoxy-3-(2-morpholin-4-yl-ethyl)-2,3,4,5-tetrahydro-1H-3-benzazepin-7-ylamino]-pyrimidin-4-ylamino}-cyclohexyl)-methanesulfonamide). The yield is 19.0%. As a reaction SMILES: Cl[C:2]1[N:7]=[C:6]([NH:8][C@@H:9]2[CH2:14][CH2:13][CH2:12][CH2:11][C@H:10]2[NH:15][S:16]([CH3:19])(=[O:18])=[O:17])[C:5]([Cl:20])=[CH:4][N:3]=1.[CH3:21][O:22][C:23]1[C:24]([NH2:42])=[CH:25][C:26]2[CH2:32][CH2:31][N:30]([CH2:33][CH2:34][N:35]3[CH2:40][CH2:39][O:38][CH2:37][CH2:36]3)[CH2:29][CH2:28][C:27]=2[CH:41]=1>>[Cl:20][C:5]1[C:6]([NH:8][C@@H:9]2[CH2:14][CH2:13][CH2:12][CH2:11][C@H:10]2[NH:15][S:16]([CH3:19])(=[O:18])=[O:17])=[N:7][C:2]([NH:42][C:24]2[C:23]([O:22][CH3:21])=[CH:41][C:27]3[CH2:28][CH2:29][N:30]([CH2:33][CH2:34][N:35]4[CH2:40][CH2:39][O:38][CH2:37][CH2:36]4)[CH2:31][CH2:32][C:26]=3[CH:25]=2)=[N:3][CH:4]=1. Reported procedure: In an analogous manner to Example 1503, the product was prepared from N-[(1R,2R)-2-(2,5-Dichloro-pyrimidin-4-ylamino)-cyclohexyl]-methanesulfonamide and 8-Methoxy-3-(2-morpholin-4-yl-ethyl)-2,3,4,5-tetrahydro-1H-3-benzazepin-7-ylamine. Product was isolated as a white foam (28 mg, 19%). MS (ESI+): 608 (M+H), 1H-NMR (CDCl3, 400 MHz) δ 8.00 (s, 1H), 7.96 (s, 1H), 7.32 (s, 1H), 6.67 (s, 1H), 5.34 (d, J=8 Hz, 1H), 5.26 (d, 1H), 3.96 (m, 1H), 3.89 (s, 3H), 3.74 (t, 5 Hz, 4H), 3.27 (m, 1H), 2.90 9m, 4H...